Dataset: the Open Reaction Database (ORD), a public repository of structured organic reaction records. Task: describe an organic reaction: reactants, conditions, products, and yield The reactants are C(#N)C=1N=C2N(CCOC3=C2C=CC(=C3)C(=O)OC)C1 (Methyl 2-cyano-5,6-dihydrobenzo[f]imidazo[1,2-d][1,4]oxazepine-9-carboxylate), C([O-])([O-])=O.[K+].[K+] (potassium carbonate), OO (hydrogen peroxide). Solvent: CS(=O)C (DMSO), O (water), O (water). Yields the product C(N)(=O)C=1N=C2N(CCOC3=C2C=CC(=C3)C(=O)OC)C1 (methyl 2-carbamoyl-5,6-dihydrobenzo[f]imidazo[1,2-d][1,4]oxazepine-9-carboxylate). Yield: 75.8%. As a reaction SMILES: [C:1]([C:3]1[N:4]=[C:5]2[C:11]3[CH:12]=[CH:13][C:14]([C:16]([O:18][CH3:19])=[O:17])=[CH:15][C:10]=3[O:9][CH2:8][CH2:7][N:6]2[CH:20]=1)#[N:2].C(=O)([O-])[O-:22].[K+].[K+].OO>CS(C)=O.O>[C:1]([C:3]1[N:4]=[C:5]2[C:11]3[CH:12]=[CH:13][C:14]([C:16]([O:18][CH3:19])=[O:17])=[CH:15][C:10]=3[O:9][CH2:8][CH2:7][N:6]2[CH:20]=1)(=[O:22])[NH2:2] |f:1.2.3|. Procedure: Methyl 2-cyano-5,6-dihydrobenzo[f]imidazo[1,2-d][1,4]oxazepine-9-carboxylate (0.46 g, 1.7 mmol) was stirred with potassium carbonate (469 mg, 3.4 mmol), water (1.2 mL) and hydrogen peroxide (408 mg, 6 mmol) in DMSO (7 mL) for 4 hours. The mixture was diluted with 70 mL of water and extracted with ethyl acetate. Ethyl acetate solution was washed with water, 5% Na2S2O3, water, brine, dried over MgSO4 and concentrated under vacuum to give methyl 2-carbamoyl-5,6-dihydrobenzo[f]imidazo[1,2-d][1,4]oxa...